Dataset: the Open Reaction Database (ORD), a public repository of structured organic reaction records. Task: describe an organic reaction: reactants, conditions, products, and yield The reactants are ClCC1=CC(NC(N1)=O)=O (6-(chloromethyl)uracil), C1CC(=O)N(C1=O)Br (NBS). The solvent is CN(C)C=O (DMF). Reaction conditions: temperature 0 celsius, time 1.5 hour. Yields the product BrC=1C(NC(NC1CCl)=O)=O (5-Bromo-6-(Chloromethyl)uracil). Isolated yield 78.5%. As a reaction SMILES: [Cl:1][CH2:2][C:3]1[NH:8][C:7](=[O:9])[NH:6][C:5](=[O:10])[CH:4]=1.C1C(=O)N([Br:18])C(=O)C1>CN(C=O)C>[Br:18][C:4]1[C:5](=[O:10])[NH:6][C:7](=[O:9])[NH:8][C:3]=1[CH2:2][Cl:1]. Procedure: To a solution of 6-(chloromethyl)uracil (2.0 g, 12.5 mmol) in DMF (15 mL) at 0° C. was added NBS (recrystallized, 2.44 g, 13.7 mmol). The mixture was stirred at 0° C. for 1.5 h, and then quenched by ice water. The precipitate was collected by filtration and washed with AcOH and water to give the title compound (2.35 g, 69%) as a white solid. 1H NMR (DMSO, 500 MHz) δ 1.66 (s, 1H), δ 11.61 (s, 1H), δ 4.47 (s, 2H). MS (Multimode, M+H+) C5H5BrClN2O2, calcd. 238.9. found 238.9. The reactants are CC(O)C1C(C)CCCC1(C)C, [Cr], [Cu], [H][H]. Product: CC(=O)C1C(C)CCCC1(C)C. Reaction SMILES: [CH3:1][C:2]1([CH3:12])[CH:3]([CH:9]([CH3:10])[OH:11])[CH:4]([CH3:8])[CH2:5][CH2:6][CH2:7]1.[Cr:15].[Cu:16].[H:13][H:14]>>[CH3:1][C:2]1([CH3:12])[CH:3]([C:9]([CH3:10])=[O:11])[CH:4]([CH3:8])[CH2:5][CH2:6][CH2:7]1. Starting materials: COP(=O)(CC(=O)C(Cc1ccccc1)NC(=O)OC(C)(C)C)OC, CCO, [K+], [K+], O=C([O-])[O-], COC(=O)CCCC=O. Yields the product COC(=O)CCCC=CC(=O)C(Cc1ccccc1)NC(=O)OC(C)(C)C. RXN SMILES: [C:10]([CH3:11])([CH3:12])([CH3:13])[O:14][C:15](=[O:16])[NH:17][CH:18]([C:19]([CH2:20][P:21](=[O:22])([O:23][CH3:24])[O:25][CH3:26])=[O:27])[CH2:28][c:29]1[cH:30][cH:31][cH:32][cH:33][cH:34]1.[CH3:41][CH2:42][OH:43].[K+:35].[K+:36].[O-:37][C:38]([O-:39])=[O:40].[O:1]=[CH:2][CH2:3][CH2:4][CH2:5][C:6](=[O:7])[O:8][CH3:9]>>[CH:2]([CH2:3][CH2:4][CH2:5][C:6](=[O:7])[O:8][CH3:9])=[CH:20][C:19]([CH:18]([NH:17][C:15]([O:14][C:10]([CH3:11])([CH3:12])[CH3:13])=[O:16])[CH2:28][c:29]1[cH:30][cH:31][cH:32][cH:33][cH:34]1)=[O:27]. As a reaction SMILES: I[CH2:2][CH2:3][OH:4].C(=O)(O)[O-].[Na+].[C:10]([C@@H:13]1[CH2:17][C@H:16]([S:18][CH2:19][C:20]2[CH:25]=[CH:24][C:23]([O:26][CH3:27])=[CH:22][CH:21]=2)[CH2:15][NH:14]1)(=[O:12])[NH2:11]>CN(C)C=O>[C:10]([C@@H:13]1[CH2:17][C@H:16]([S:18][CH2:19][C:20]2[CH:21]=[CH:22][C:23]([O:26][CH3:27])=[CH:24][CH:25]=2)[CH2:15][N:14]1[CH2:2][CH2:3][OH:4])(=[O:12])[NH2:11] |f:1.2|. Reaction conditions: time 2.5 hour. Reported procedure: 0.175 ml of 2-iodoethanol and 0.16 g of sodium bicarbonate were added, whilst ice-cooling, to a solution of 0.5 g of (2S, 4S)-2-carbamoyl-4-(4-methoxybenzylthio)pyrrolidine [prepared as described in Preparation 1-(5)] dissolved in 5 ml of dry dimethylformamide, and the mixture was stirred at the same temperature for 1 hour, at room temperature for 2.5 hours, and at 40° C. for 19 hours. The reaction mixture was then poured into a saturated aqueous solution of sodium bicarbonate and extracted with... Starting materials: C([O-])(O)=O.[Na+] (sodium bicarbonate), ICCO (2-iodoethanol), C([O-])(O)=O.[Na+] (sodium bicarbonate), C(N)(=O)[C@H]1NC[C@H](C1)SCC1=CC=C(C=C1)OC ((2S, 4S)-2-carbamoyl-4-(4-methoxybenzylthio)pyrrolidine). Solvent: CN(C=O)C (dimethylformamide). The product is C(N)(=O)[C@H]1N(C[C@H](C1)SCC1=CC=C(C=C1)OC)CCO ((2S, 4S)-2-Carbamoyl-1-(2-hydroxyethyl)-4-(4-methoxybenzylthio)pyrrolidine). The reactants are CSc1ccc(C(CC2CCCO2)C(=O)Nc2cnccn2)cc1C(F)(F)F, CO, O=CO, [K+], O=[Mn](=O)(=O)[O-], O, OO. Yields the product CS(=O)(=O)c1ccc(C(CC2CCCO2)C(=O)Nc2cnccn2)cc1C(F)(F)F. RXN SMILES: [CH3:1][S:2][c:3]1[c:4]([C:25]([F:26])([F:27])[F:28])[cH:5][c:6]([CH:9]([C:10](=[O:11])[NH:12][c:13]2[n:14][cH:15][cH:16][n:17][cH:18]2)[CH2:19][CH:20]2[O:21][CH2:22][CH2:23][CH2:24]2)[cH:7][cH:8]1.[CH3:41][OH:42].[CH:29](=[O:30])[OH:31].[K+:39].[Mn:34]([O-:35])(=[O:36])(=[O:37])=[O:38].[OH2:40].[OH:32][OH:33]>>[CH3:1][S:2]([c:3]1[c:4]([C:25]([F:26])([F:27])[F:28])[cH:5][c:6]([CH:9]([C:10](=[O:11])[NH:12][c:13]2[n:14][cH:15][cH:16][n:17][cH:18]2)[CH2:19][CH:20]2[O:21][CH2:22][CH2:23][CH2:24]2)[cH:7][cH:8]1)(=[O:30])=[O:40].